This data is from the Open Reaction Database (ORD), a public repository of structured organic reaction records. The task is: describe an organic reaction: reactants, conditions, products, and yield Reactants: COCCl, [H-], [Na+], CN(C)C=O, c1ccc2[nH]ccc2c1. Product: COCn1ccc2ccccc21. Reaction SMILES: [CH3:10][O:11][CH2:12][Cl:13].[H-:15].[Na+:14].[O:16]=[CH:17][N:18]([CH3:19])[CH3:20].[nH:1]1[cH:2][cH:3][c:4]2[cH:5][cH:6][cH:7][cH:8][c:9]12>>[n:1]1([CH2:12][O:11][CH3:10])[cH:2][cH:3][c:4]2[cH:5][cH:6][cH:7][cH:8][c:9]12. Reactants: C(C)SSCC (ethyl disulfide), BrC1=CC=C2C=CNC2=C1 (6-bromoindole), [H-].[K+] (potassium hydride), C(C)(C)(C)[Li] (tert-butyllithium). The solvent is C1CCOC1 (THF), C1CCOC1 (THF), C1CCOC1 (THF). Reaction conditions: temperature -78 celsius, time 10 minute. Product: C(C)SC1=CC=C2C=CNC2=C1 (6-ethylsulfanyl-1H-indole). Isolated yield 76.4%. As a reaction SMILES: [H-].[K+].Br[C:4]1[CH:12]=[C:11]2[C:7]([CH:8]=[CH:9][NH:10]2)=[CH:6][CH:5]=1.C([Li])(C)(C)C.[CH2:18]([S:20]SCC)[CH3:19]>C1COCC1>[CH2:18]([S:20][C:4]1[CH:12]=[C:11]2[C:7]([CH:8]=[CH:9][NH:10]2)=[CH:6][CH:5]=1)[CH3:19] |f:0.1|. Procedure details: To a mixture of potassium hydride (30% wt. in mineral oil, 2.71 g, 20.2 mmol) and THF (30 mL) was added a solution of 6-bromoindole (3.98 g, 20.3 mmol) in THF (10 mL) at 0° C. After 15 minutes the solution was cooled to −78° C., and tert-butyllithium (1.5 M in pentane, 27.07 mL, 40.60 mmol) was added via syringe. The mixture was stirred at −78° C. for 10 min then ethyl disulfide (4.97 g, 40.6 mmol) in THF (10 mL) was added. The reaction mixture was allowed to warm to room temperature, poured int... Reactants: O[C@@]1([C@@H](N(C(C1)=O)C(=O)OC(C)(C)C)C)C (tert-Butyl(2S,3S)-3-hydroxy-2,3-dimethyl-5-oxo-pyrrolidine-1-carboxylate). The solvent is C(C)(=O)OCC.Cl (hydrogen chloride-ethyl acetate). Run at time 14 hour. The product is O[C@]1(CC(N[C@H]1C)=O)C ((4S,5S)-4-hydroxy-4,5-dimethylpyrrolidin-2-one). The yield is 54.9%. Reaction SMILES: [OH:1][C@@:2]1([CH3:16])[CH2:6][C:5](=[O:7])[N:4](C(OC(C)(C)C)=O)[C@H:3]1[CH3:15]>C(OCC)(=O)C.Cl>[OH:1][C@:2]1([CH3:16])[C@H:3]([CH3:15])[NH:4][C:5](=[O:7])[CH2:6]1 |f:1.2|. Procedure: tert-Butyl(2S,3S)-3-hydroxy-2,3-dimethyl-5-oxo-pyrrolidine-1-carboxylate (1.00 g) was dissolved in hydrogen chloride-ethyl acetate solution (10 mL, 4 mol/L), and the mixture was stirred at room temperature for 14 hr. The reaction solution was concentrated under reduced pressure, and recrystallized from isopropanol/n-hexane to give the title compound (309 mg, 55%) as colorless crystals. Furthermore, the filtrate was concentrated under reduced pressure. The residue was purified by silica gel colum... Starting materials: CC1(C)Oc2ccc(C#N)cc2C(N2CCCNC2=NC#N)C1O, CC(=O)OC(C)=O, c1ccncc1. Product: CC(=O)OC1C(N2CCCNC2=NC#N)c2cc(C#N)ccc2OC1(C)C. As a reaction SMILES: [C:1](#[N:2])[N:3]=[C:4]1[N:5]([CH:10]2[CH:11]([OH:24])[C:12]([CH3:22])([CH3:23])[O:13][c:14]3[c:15]2[cH:16][c:17]([C:20]#[N:21])[cH:18][cH:19]3)[CH2:6][CH2:7][CH2:8][NH:9]1.[CH3:25][C:26](=[O:27])[O:28][C:29](=[O:30])[CH3:31].[cH:32]1[cH:33][cH:34][n:35][cH:36][cH:37]1>>[C:1](#[N:2])[N:3]=[C:4]1[N:5]([CH:10]2[CH:11]([O:24][C:26]([CH3:25])=[O:27])[C:12]([CH3:22])([CH3:23])[O:13][c:14]3[c:15]2[cH:16][c:17]([C:20]#[N:21])[cH:18][cH:19]3)[CH2:6][CH2:7][CH2:8][NH:9]1. Reactants: C1(=CC=CC2=CC=CC=C12)O (1-naphthol), BrC1=C(C2=CC=CC=C2C=C1)O (2-bromo-1-naphthol), BrNC(C)(C)C (N-bromo-t-butylamine), BrC1=C(C2=CC=CC=C2C=C1)O (bromonaphthol), C([O-])([O-])=O.[K+].[K+] (potassium carbonate). Solvent: CC(=O)C (acetone). Conditions: temperature 25 celsius, time 8 hour. Product: BrC1=C(C2=CC=CC=C2C=C1)OC (2-bromo-1-methoxynaphthalene). As a reaction SMILES: [C:1]1(O)C2C(=CC=CC=2)C=CC=1.[Br:12][C:13]1[CH:22]=[CH:21][C:20]2[C:15](=[CH:16][CH:17]=[CH:18][CH:19]=2)[C:14]=1[OH:23].BrNC(C)(C)C.C(=O)([O-])[O-].[K+].[K+]>CC(C)=O>[Br:12][C:13]1[CH:22]=[CH:21][C:20]2[C:15](=[CH:16][CH:17]=[CH:18][CH:19]=2)[C:14]=1[O:23][CH3:1] |f:3.4.5|. Procedure: 1-naphthol was converted into 2-bromo-1-naphthol by reaction with a slurry of N-bromo-t-butylamine at -78° C. according to the procedure described in Pearson, Wysong, Breder, J. Org. Chem. 32, 2358 (1967). To a solution of 1 mole (crude) of the bromonaphthol in 750 mL of acetone was added 175 g of potassium carbonate. Over a 2-hous period, 95 mL of dimethylsulate was added dropwise to the mechanically stirred reaction mixture. The resulting slurry was stirred at 25° C. overnight. The solids were... The reactants are CO, [H][H], COCCCOc1cc(CC(CC(N=[N+]=[N-])C(O)CC(C(=O)NCCN2CCCCC2)C(C)C)C(C)C)ccc1OC. Product: COCCCOc1cc(CC(CC(N)C(O)CC(C(=O)NCCN2CCCCC2)C(C)C)C(C)C)ccc1OC. As a reaction SMILES: [CH3:45][OH:46].[H:43][H:44].[N:1]1([CH2:7][CH2:8][NH:9][C:10]([CH:11]([CH2:12][CH:13]([CH:14]([CH2:15][CH:16]([CH:17]([CH3:18])[CH3:19])[CH2:20][c:21]2[cH:22][c:23]([O:29][CH2:30][CH2:31][CH2:32][O:33][CH3:34])[c:24]([O:27][CH3:28])[cH:25][cH:26]2)[N:35]=[N+:36]=[N-:37])[OH:38])[CH:39]([CH3:40])[CH3:41])=[O:42])[CH2:2][CH2:3][CH2:4][CH2:5][CH2:6]1>>[N:1]1([CH2:7][CH2:8][NH:9][C:10]([CH:11]([CH2:12][CH:13]([CH:14]([CH2:15][CH:16]([CH:17]([CH3:18])[CH3:19])[CH2:20][c:21]2[cH:22][c:23]([O:29][CH2:30][CH2:31][CH2:32][O:33][CH3:34])[c:24]([O:27][CH3:28])[cH:25][cH:26]2)[NH2:35])[OH:38])[CH:39]([CH3:40])[CH3:41])=[O:42])[CH2:2][CH2:3][CH2:4][CH2:5][CH2:6]1. Reactants: CCOC(=O)C(C)(Cc1ccc(OCCC2CN(Cc3ccc(C(F)(F)F)cc3)C(=O)N2C)cc1)Oc1ccccc1, CCO, [Na+], [OH-]. The product is CN1C(=O)N(Cc2ccc(C(F)(F)F)cc2)CC1CCOc1ccc(CC(C)(Oc2ccccc2)C(=O)O)cc1. Reaction SMILES: [CH2:1]([CH3:2])[O:3][C:4]([C:5]([CH2:6][c:7]1[cH:8][cH:9][c:10]([O:13][CH2:14][CH2:15][CH:16]2[N:17]([CH3:33])[C:18](=[O:32])[N:19]([CH2:21][c:22]3[cH:23][cH:24][c:25]([C:28]([F:29])([F:30])[F:31])[cH:26][cH:27]3)[CH2:20]2)[cH:11][cH:12]1)([O:34][c:35]1[cH:36][cH:37][cH:38][cH:39][cH:40]1)[CH3:41])=[O:42].[CH3:45][CH2:46][OH:47].[Na+:44].[OH-:43]>>[O:3]=[C:4]([C:5]([CH2:6][c:7]1[cH:8][cH:9][c:10]([O:13][CH2:14][CH2:15][CH:16]2[N:17]([CH3:33])[C:18](=[O:32])[N:19]([CH2:21][c:22]3[cH:23][cH:24][c:25]([C:28]([F:29])([F:30])[F:31])[cH:26][cH:27]3)[CH2:20]2)[cH:11][cH:12]1)([O:34][c:35]1[cH:36][cH:37][cH:38][cH:39][cH:40]1)[CH3:41])[OH:42].